describe an organic reaction: reactants, conditions, products, and yield From a dataset of the Open Reaction Database (ORD), a public repository of structured organic reaction records. The reactants are CCOC(=O)CBr, O=C([O-])[O-], [K+], [K+], CN(C)C=O, O, Cc1ccc(N2C(=O)NC(=O)C23CCCCC3)cc1. Yields the product CCOC(=O)CN1C(=O)N(c2ccc(C)cc2)C2(CCCCC2)C1=O. As a reaction SMILES: [Br:26][CH2:27][C:28](=[O:29])[O:30][CH2:31][CH3:32].[C:1](=[O:2])([O-:3])[O-:4].[K+:5].[K+:6].[O:34]=[CH:35][N:36]([CH3:37])[CH3:38].[OH2:33].[c:7]1([CH3:25])[cH:8][cH:9][c:10]([N:13]2[C:14](=[O:24])[NH:15][C:16](=[O:23])[C:17]23[CH2:18][CH2:19][CH2:20][CH2:21][CH2:22]3)[cH:11][cH:12]1>>[c:7]1([CH3:25])[cH:8][cH:9][c:10]([N:13]2[C:14](=[O:24])[N:15]([CH2:27][C:28](=[O:29])[O:30][CH2:31][CH3:32])[C:16](=[O:23])[C:17]23[CH2:18][CH2:19][CH2:20][CH2:21][CH2:22]3)[cH:11][cH:12]1. The reactants are C1(=CC=CC=C1)C=CC1=CC=CC=C1 (stilbene), 30c, 31c, II (iodine), C(C)(=O)C1=CC=CC=C1 (acetophenone), 32a, COC1=CC=2C=CC3=CC(=CC=C3C2C(=C1OC)OC)OC (2,3,4,7-Tetramethoxyphenanthrene). The solvent is C1CCCCC1 (cyclohexane). Product: COC1=CC=2C=CC3=C(C=CC=C3C2C(=C1OC)OC)OC (2,3,4,8-Tetramethoxyphenanthrene). Yield: 76.0%. RXN SMILES: C1(C=CC2C=CC=CC=2)C=CC=CC=1.II.[C:17](C1C=CC=CC=1)(=[O:19])C.[CH3:26][O:27][C:28]1[C:41]([O:42][CH3:43])=[C:40]([O:44][CH3:45])[C:39]2[C:38]3[C:33](=[CH:34][C:35](OC)=[CH:36][CH:37]=3)[CH:32]=[CH:31][C:30]=2[CH:29]=1>C1CCCCC1>[CH3:26][O:27][C:28]1[C:41]([O:42][CH3:43])=[C:40]([O:44][CH3:45])[C:39]2[C:38]3[C:33](=[C:34]([O:19][CH3:17])[CH:35]=[CH:36][CH:37]=3)[CH:32]=[CH:31][C:30]=2[CH:29]=1. Procedure: The stilbene mixture containing 30c and 31c (1010 mg, 3.36 mmol) in cyclohexane (500 mL) containing iodine (53 mg) and acetophenone (1.71 mmol, 0.5 eq) was irradiated as in the above synthesis of 32a and 32c to give 32d (760 mg, 76%): mp 80°-82° C.; IR (KBr) 846 (2H adjacent), 790 cm-1 (3H adjacent); 1H NMR (CDCl3, 200 Mhz) δ9.12 (d, 1H, J=10 Hz), 8.20 (d, 1H, J=10 Hz), 7.57 (m, 2H), 7.10 (s, 1H), 6.99 (d, 1H, J=8 Hz), 4.03 (s, 6H), 4.02 (s, 3H), 4.00 (s, 3H); EIMS m/e 298 (M+, 100), 283 (40). A... Reactants: C(C)OC(=O)C=1C(=C2C(=CN1)N(C(=C2C)C)CC2=CC=C(C=C2)F)OC(C)=O (4-acetoxy-1-(4-fluoro-benzyl)-2,3-dimethyl-1H-pyrrolo[2,3-c]pyridine-5-carboxylic acid ethyl ester), NCC(=O)O (glycine), C[O-].[Na+].CO (NaOMe HOMe). The product is FC1=CC=C(CN2C(=C(C=3C2=CN=C(C3O)C(=O)NCC(=O)O)C)C)C=C1 ({[1-(4-Fluoro-benzyl)-4-hydroxy-2,3-dimethyl-1H-pyrrolo[2,3-c]pyridine-5-carbonyl]-amino}-acetic acid). As a reaction SMILES: C([O:3][C:4]([C:6]1[C:7]([O:25]C(=O)C)=[C:8]2[C:14]([CH3:15])=[C:13]([CH3:16])[N:12]([CH2:17][C:18]3[CH:23]=[CH:22][C:21]([F:24])=[CH:20][CH:19]=3)[C:9]2=[CH:10][N:11]=1)=O)C.[NH2:29][CH2:30][C:31]([OH:33])=[O:32].C[O-].[Na+].CO>>[F:24][C:21]1[CH:22]=[CH:23][C:18]([CH2:17][N:12]2[C:9]3=[CH:10][N:11]=[C:6]([C:4]([NH:29][CH2:30][C:31]([OH:33])=[O:32])=[O:3])[C:7]([OH:25])=[C:8]3[C:14]([CH3:15])=[C:13]2[CH3:16])=[CH:19][CH:20]=1 |f:2.3.4|. Procedure: Prepared in analogy to that of Example 1(e) from 4-acetoxy-1-(4-fluoro-benzyl)-2,3-dimethyl-1H-pyrrolo[2,3-c]pyridine-5-carboxylic acid ethyl ester, glycine and NaOMe/HOMe. The title compound, ESI MS (m/z): 372 (M+H)+. The reactants are CC(C)(C)OC(=O)N1CCN(c2nc(Cl)nc(-c3ccsc3)n2)CC1, CC(C)O, CCOC(C)=O, CCN(C(C)C)C(C)C. Product: CC(C)(C)OC(=O)N1CCN(c2ncnc(-c3ccsc3)n2)CC1. Reaction SMILES: [C:1]([CH3:2])([CH3:3])([CH3:4])[O:5][C:6](=[O:7])[N:8]1[CH2:9][CH2:10][N:11]([c:14]2[n:15][c:16](-[c:21]3[cH:22][s:23][cH:24][cH:25]3)[n:17][c:18]([Cl:20])[n:19]2)[CH2:12][CH2:13]1.[CH3:35][CH:36]([OH:37])[CH3:38].[CH3:39][CH2:40][O:41][C:42]([CH3:43])=[O:44].[CH:26]([N:27]([CH2:28][CH3:29])[CH:30]([CH3:31])[CH3:32])([CH3:33])[CH3:34]>>[C:1]([CH3:2])([CH3:3])([CH3:4])[O:5][C:6](=[O:7])[N:8]1[CH2:9][CH2:10][N:11]([c:14]2[n:15][c:16](-[c:21]3[cH:22][s:23][cH:24][cH:25]3)[n:17][cH:18][n:19]2)[CH2:12][CH2:13]1.